The task is: describe an organic reaction: reactants, conditions, products, and yield. This data is from the Open Reaction Database (ORD), a public repository of structured organic reaction records. Starting materials: CN(C)CCN, CCN(C(C)C)C(C)C, ClCCl, O=C(Cn1nc(C(F)(F)F)c2c1CCCC2)Nc1sc2c(c1C(=O)O)CCCC2, CN(C)C=O. Product: CN(C)CCNC(=O)c1c(NC(=O)Cn2nc(C(F)(F)F)c3c2CCCC3)sc2c1CCCC2. As a reaction SMILES: [CH3:30][N:31]([CH2:32][CH2:33][NH2:34])[CH3:35].[CH:36]([N:37]([CH2:38][CH3:39])[CH:40]([CH3:41])[CH3:42])([CH3:43])[CH3:44].[Cl:45][CH2:46][Cl:47].[F:1][C:2]([c:3]1[n:4][n:5]([CH2:12][C:13](=[O:14])[NH:15][c:16]2[c:17]([C:25](=[O:26])[OH:27])[c:18]3[c:19]([s:20]2)[CH2:21][CH2:22][CH2:23][CH2:24]3)[c:6]2[c:11]1[CH2:10][CH2:9][CH2:8][CH2:7]2)([F:28])[F:29].[O:48]=[CH:49][N:50]([CH3:51])[CH3:52]>>[F:1][C:2]([c:3]1[n:4][n:5]([CH2:12][C:13](=[O:14])[NH:15][c:16]2[c:17]([C:25](=[O:26])[NH:34][CH2:33][CH2:32][N:31]([CH3:30])[CH3:35])[c:18]3[c:19]([s:20]2)[CH2:21][CH2:22][CH2:23][CH2:24]3)[c:6]2[c:11]1[CH2:10][CH2:9][CH2:8][CH2:7]2)([F:28])[F:29].